This data is from the Open Reaction Database (ORD), a public repository of structured organic reaction records. The task is: describe an organic reaction: reactants, conditions, products, and yield Starting materials: Cc1ccccc1, CN(C)C=O, COc1c(Cl)cc(C(=O)O)cc1C(F)(F)F, O=S(Cl)Cl. The product is COc1c(Cl)cc(C(=O)Cl)cc1C(F)(F)F. Reaction SMILES: [CH3:17][c:18]1[cH:19][cH:20][cH:21][cH:22][cH:23]1.[CH3:28][N:29]([CH3:30])[CH:31]=[O:32].[Cl:1][c:2]1[cH:3][c:4]([C:5](=[O:6])[OH:7])[cH:8][c:9]([C:13]([F:14])([F:15])[F:16])[c:10]1[O:11][CH3:12].[S:24]([Cl:25])([Cl:26])=[O:27]>>[Cl:1][c:2]1[cH:3][c:4]([C:5](=[O:6])[Cl:26])[cH:8][c:9]([C:13]([F:14])([F:15])[F:16])[c:10]1[O:11][CH3:12]. The reactants are amine, Cl (HCl), [OH-].[Na+] (NaOH), resultant solution, Cl (HCl), N1(CCC2=CC=CC=C12)C1=C(C#N)C=CC=C1 (2(1-indolinyl)benzonitrile). Solvent: CCOCC (ether), O1CCCC1 (tetrahydrofuran), O1CCCC1 (THF). Conditions: time 3 hour. Yields the product Cl.N1(CCC2=CC=CC=C12)C1=C(C=CC=C1)CN (2-(1-indolinyl) benzenemethanamine hydrochloride). Yield: 67.3%. As a reaction SMILES: [N:1]1([C:10]2[CH:17]=[CH:16][CH:15]=[CH:14][C:11]=2[C:12]#[N:13])[C:9]2[C:4](=[CH:5][CH:6]=[CH:7][CH:8]=2)[CH2:3][CH2:2]1.[ClH:18].[OH-].[Na+]>O1CCCC1.CCOCC>[ClH:18].[N:1]1([C:10]2[CH:17]=[CH:16][CH:15]=[CH:14][C:11]=2[CH2:12][NH2:13])[C:9]2[C:4](=[CH:5][CH:6]=[CH:7][CH:8]=2)[CH2:3][CH2:2]1 |f:2.3,6.7|. Reported procedure: A solution of 17.18 g (0.078 mole) of 2(1-indolinyl)benzonitrile of Example 1a in 150 ml dry tetrahydrofuran (THF) was added dropwise to a rapidly stirred ice cold solution of BH3 in THF (236 ml of 1M solution; 0.236 mole) under nitrogen. At the end of the addition the resultant solution was permitted to warm to room temperature and stir for 3 hours and then heated at reflux for 50 minutes. The product was then cooled to 0° C., treated dropwise with 6N HCl (100 ml), and permitted to stand overni... Starting materials: CN1CCCC2=CC=CC(=C12)CO (1-Methyl-8-hydroxymethyl-1,2,3,4-tetrahydroquinoline), S(=O)(Cl)Cl (thionyl chloride). The solvent is ClCCl (dichloromethane). Conditions: temperature 45 celsius, time 2 hour. Yields the product CN1CCCC2=CC=CC(=C12)CCl (1-methyl-8-chloromethyl-1,2,3,4-tetrahydroquinoline). RXN SMILES: [CH3:1][N:2]1[C:11]2[C:6](=[CH:7][CH:8]=[CH:9][C:10]=2[CH2:12]O)[CH2:5][CH2:4][CH2:3]1.S(Cl)([Cl:16])=O>ClCCl>[CH3:1][N:2]1[C:11]2[C:6](=[CH:7][CH:8]=[CH:9][C:10]=2[CH2:12][Cl:16])[CH2:5][CH2:4][CH2:3]1. Procedure details: 1-Methyl-8-hydroxymethyl-1,2,3,4-tetrahydroquinoline (0.89 g) was dissolved in dichloromethane (30 ml), and thionyl chloride (1.09 ml) was added thereto, and the mixture was stirred for 2 hours at 45° C. After distilling off the solvent, n-hexane was added to the residue, and the solvent was distilled off under reduced pressure to give 1-methyl-8-chloromethyl-1,2,3,4-tetrahydroquinoline (1.1 g). The reactants are ClC1=CC=NC2=CC(=C(C=C12)OC)OC (4-Chloro-6,7-dimethoxyquinoline), NC=1C=C(C=CC1C)NC(C1=CC(=CC=C1)N(C)C)=O (N-(3-amino-4-methylphenyl)-3-dimethylaminobenzamide). Solvent: C(C)(C)O (isopropanol). Reaction conditions: temperature 85 celsius. Yields the product CC1=C(NC2=CC=NC3=CC(=C(C=C23)OC)OC)C=C(C=C1)NC(C1=CC(=CC=C1)N(C)C)=O (4-[2-Methyl-5-(3-dimethylaminobenzamido)anilino]-6,7-dimethoxyquinoline), solid. RXN SMILES: Cl[C:2]1[C:11]2[C:6](=[CH:7][C:8]([O:14][CH3:15])=[C:9]([O:12][CH3:13])[CH:10]=2)[N:5]=[CH:4][CH:3]=1.[NH2:16][C:17]1[CH:18]=[C:19]([NH:24][C:25](=[O:35])[C:26]2[CH:31]=[CH:30][CH:29]=[C:28]([N:32]([CH3:34])[CH3:33])[CH:27]=2)[CH:20]=[CH:21][C:22]=1[CH3:23]>C(O)(C)C>[CH3:23][C:22]1[CH:21]=[CH:20][C:19]([NH:24][C:25](=[O:35])[C:26]2[CH:31]=[CH:30][CH:29]=[C:28]([N:32]([CH3:34])[CH3:33])[CH:27]=2)=[CH:18][C:17]=1[NH:16][C:2]1[C:11]2[C:6](=[CH:7][C:8]([O:14][CH3:15])=[C:9]([O:12][CH3:13])[CH:10]=2)[N:5]=[CH:4][CH:3]=1. Reported procedure: 4-Chloro-6,7-dimethoxyquinoline (WO 98/13350 A1) (150 mg) and N-(3-amino-4-methylphenyl)-3-dimethylaminobenzamide (199 mg) were stirred in isopropanol (5 ml) and heated to 85° C. for 18 hours. After cooling to room temperature the precipitated solid was isolated and washed with isohexane. Filtered solid was impure and so was purified by eluting through a silica column with 10% methanol in methylene chloride. The title compound was obtained as a solid (35 mg); NMR: 2.14 (s, 3H), 2.94 (s, 6H), 3.8... Reactants: COC1=CC(=C(CBr)C=C1)C(F)(F)F (4-methoxy-2-(trifluoromethyl)benzyl bromide), Cl.Cl.N1CCC(CC1)\C=C/1\C(=NC(S1)=O)NCC#C ((5Z)-5-(piperidin-4-ylmethylidene)-4-(prop-2-yn-1-ylamino)-1,3-thiazol-2(5H)-one dihydrochloride), C([O-])([O-])=O.[K+].[K+] (potassium carbonate), O (water). The solvent is CN(C)C=O (DMF). Conditions: time 8 hour. The product is COC1=CC(=C(CN2CCC(CC2)\C=C/2\C(=NC(S2)=O)NCC#C)C=C1)C(F)(F)F ((5Z)-5-({1-[4-methoxy-2-(trifluoromethyl)benzyl]piperidin-4-yl}methylidene)-4-(prop-2-yn-1-ylamino)-1,3-thiazol-2(5H)-one). The yield is 68.9%. Reaction SMILES: [CH3:1][O:2][C:3]1[CH:10]=[CH:9][C:6]([CH2:7]Br)=[C:5]([C:11]([F:14])([F:13])[F:12])[CH:4]=1.Cl.Cl.[NH:17]1[CH2:22][CH2:21][CH:20](/[CH:23]=[C:24]2/[C:25]([NH:30][CH2:31][C:32]#[CH:33])=[N:26][C:27](=[O:29])[S:28]/2)[CH2:19][CH2:18]1.C(=O)([O-])[O-].[K+].[K+].O>CN(C=O)C>[CH3:1][O:2][C:3]1[CH:10]=[CH:9][C:6]([CH2:7][N:17]2[CH2:22][CH2:21][CH:20](/[CH:23]=[C:24]3/[C:25]([NH:30][CH2:31][C:32]#[CH:33])=[N:26][C:27](=[O:29])[S:28]/3)[CH2:19][CH2:18]2)=[C:5]([C:11]([F:14])([F:13])[F:12])[CH:4]=1 |f:1.2.3,4.5.6|. Reported procedure: To a solution of 4-methoxy-2-(trifluoromethyl)benzyl bromide (516 mg) in DMF (5 mL) were added (5Z)-5-(piperidin-4-ylmethylidene)-4-(prop-2-yn-1-ylamino)-1,3-thiazol-2(5H)-one dihydrochloride (500 mg) and potassium carbonate (862 mg). The reaction mixture was stirred at room temperature overnight, water was added, and the mixture was extracted with ethyl acetate. The extract was washed with water and saturated brine, and dried over anhydrous magnesium sulfate, and the solvent was evaporated unde... Reactants: C(C)(C)(C)OC(=O)CN1CCN(CCN(CC1)CC(CC1=CC=C(C=C1)NC(CCC(C)C1CCC2C3C(CC4CC(CCC4(C3CC(C12C)O)C)O)O)=O)NCC(=O)OC(C)(C)C)CC(=O)OC(C)(C)C (t-Butyl [4-tert-Butoxycarbonylmethyl-7-(2-(tert-butoxycarbonylmethyl-amino)-3-{4-[4-(3,7,12-trihydroxy-10,13-dimethyl-hexadecahydro-cyclopenta[a]phenanthren-17-yl)-pentanoylamino]-phenyl}-propyl)-[1,4,7]-triazonan-1-yl]acetate), Cl (HCl), CCOCC (ether). The solvent is O1CCOCC1 (1,4-dioxane). Run at time 24 hour. Yields the product C(=O)(O)CN1CCN(CCN(CC1)CC(CC1=CC=C(C=C1)NC(CCC(C)C1CCC2C3C(CC4CC(CCC4(C3CC(C12C)O)C)O)O)=O)NCC(=O)O)CC(=O)O ([4-Carboxymethyl-7-(2-(carboxymethyl-amino)-3-{4-[4-(3,7,12-trihydroxy-10,13-dimethyl-hexadecahydro-cyclopenta[a]phenanthren-17-yl)-pentanoylamino]-phenyl}-propyl)-[1,4,7]triazonan-1-yl]-acetic acid). Isolated yield 112.8%. As a reaction SMILES: C([O:5][C:6]([CH2:8][N:9]1[CH2:17][CH2:16][N:15]([CH2:18][CH:19]([NH:56][CH2:57][C:58]([O:60]C(C)(C)C)=[O:59])[CH2:20][C:21]2[CH:26]=[CH:25][C:24]([NH:27][C:28](=[O:55])[CH2:29][CH2:30][CH:31]([CH:33]3[C:49]4([CH3:50])[CH:36]([CH:37]5[CH:46]([CH2:47][CH:48]4[OH:51])[C:45]4([CH3:52])[CH:40]([CH2:41][CH:42]([OH:53])[CH2:43][CH2:44]4)[CH2:39][CH:38]5[OH:54])[CH2:35][CH2:34]3)[CH3:32])=[CH:23][CH:22]=2)[CH2:14][CH2:13][N:12]([CH2:65][C:66]([O:68]C(C)(C)C)=[O:67])[CH2:11][CH2:10]1)=[O:7])(C)(C)C.Cl.CCOCC>O1CCOCC1>[C:6]([CH2:8][N:9]1[CH2:17][CH2:16][N:15]([CH2:18][CH:19]([NH:56][CH2:57][C:58]([OH:60])=[O:59])[CH2:20][C:21]2[CH:26]=[CH:25][C:24]([NH:27][C:28](=[O:55])[CH2:29][CH2:30][CH:31]([CH:33]3[C:49]4([CH3:50])[CH:36]([CH:37]5[CH:46]([CH2:47][CH:48]4[OH:51])[C:45]4([CH3:52])[CH:40]([CH2:41][CH:42]([OH:53])[CH2:43][CH2:44]4)[CH2:39][CH:38]5[OH:54])[CH2:35][CH2:34]3)[CH3:32])=[CH:23][CH:22]=2)[CH2:14][CH2:13][N:12]([CH2:65][C:66]([OH:68])=[O:67])[CH2:11][CH2:10]1)([OH:7])=[O:5]. Procedure details: To a solution of Compound 3 (20 mg, 0.02 mmol) in a ice-bath was added 4M HCl in 1,4-dioxane (5 mL). After the addition, the reaction mixture was gradually increased to room temperature and stirred for 24 h. To this solution, ether (30 mL) was added and continuously stirred for 30 min. The resulting mixture was placed in the freezer for 2 h. Solid residue was quickly filtered, washed with ethyl ether (5 mL), immediately dissolved in H2O and CH3OH, and lypophilized to provide pure Compound 4 as a... Reported procedure: 3-amino-5-methyl-pyridin-2-ol (1.32 g, 10.6 mmol) was dissolved in 50 ml of anhydrous N,N-dimethyl formamide under nitrogen atmosphere, and chloroacetyl chloride solution (1.02 ml, 12.72 mmol) was added thereto dropwise at room temperature. After stirring for 30 minutes, potassium carbonate (3.7 g, 26.5 mmol) was added thereto dropwise at room temperature, and the reaction mixture was heated to 100□ and then stirred for 18 hours. The reaction mixture was cooled to room temperature and the reacti... The yield is 24.1%. The solvent is CN(C=O)C (N,N-dimethyl formamide). As a reaction SMILES: [NH2:1][C:2]1[C:3]([OH:9])=[N:4][CH:5]=[C:6](C)[CH:7]=1.Cl[CH2:11][C:12](Cl)=[O:13].[C:15](=O)([O-])[O-].[K+].[K+]>CN(C)C=O>[CH3:15][N:4]1[CH:3]2[O:9][CH2:11][C:12](=[O:13])[NH:1][C:2]2=[CH:7][CH:6]=[CH:5]1 |f:2.3.4|. Conditions: time 30 minute. Product: CN1C=CC=C2C1OCC(N2)=O (5-methyl-1H-pyrido[2,3-b][1,4]oxazin-2-one). The reactants are ClCC(=O)Cl (chloroacetyl chloride), NC=1C(=NC=C(C1)C)O (3-amino-5-methyl-pyridin-2-ol), C([O-])([O-])=O.[K+].[K+] (potassium carbonate).